Dataset: the Open Reaction Database (ORD), a public repository of structured organic reaction records. Task: describe an organic reaction: reactants, conditions, products, and yield The reactants are CCN(C(C)C)C(C)C (N,N′-diisopropylethylamine), C(C)NC(=O)NC=1SC2=C(N1)C=C(C=C2CNC)C=2C=NC(=NC2)N2CCC(CC2)(C(=O)OCC)C (Ethyl 1-[5-[2-(ethylcarbamoylamino)-7-(methylaminomethyl)-1,3-benzothiazol-5-yl]pyrimidin-2-yl]-4-methyl-piperidine-4-carboxylate), CCN(C(C)C)C(C)C (N,N′-diisopropylethylamine), ClC1=NC=CC=N1 (2-chloropyrimidine), CO (MeOH). Solvent: C(C)(C)O (isopropanol), C(C)(C)O (isopropanol), C(Cl)Cl (DCM). Yields the product C(C)NC(=O)NC=1SC2=C(N1)C=C(C=C2CN(C2=NC=CC=N2)C)C=2C=NC(=NC2)N2CCC(CC2)(C(=O)OCC)C (Ethyl 1-[5-[2-(ethylcarbamoylamino)-7-[[methyl(pyrimidin-2-yl)amino]methyl]-1,3-benzothiazol-5-yl]pyrimidin-2-yl]-4-methyl-piperidine-4-carboxylate). Isolated yield 27.1%. Reaction SMILES: [CH2:1]([NH:3][C:4]([NH:6][C:7]1[S:8][C:9]2[C:15]([CH2:16][NH:17][CH3:18])=[CH:14][C:13]([C:19]3[CH:20]=[N:21][C:22]([N:25]4[CH2:30][CH2:29][C:28]([CH3:36])([C:31]([O:33][CH2:34][CH3:35])=[O:32])[CH2:27][CH2:26]4)=[N:23][CH:24]=3)=[CH:12][C:10]=2[N:11]=1)=[O:5])[CH3:2].CCN(C(C)C)C(C)C.Cl[C:47]1[N:52]=[CH:51][CH:50]=[CH:49][N:48]=1.CO>C(O)(C)C.C(Cl)Cl>[CH2:1]([NH:3][C:4]([NH:6][C:7]1[S:8][C:9]2[C:15]([CH2:16][N:17]([CH3:18])[C:47]3[N:52]=[CH:51][CH:50]=[CH:49][N:48]=3)=[CH:14][C:13]([C:19]3[CH:20]=[N:21][C:22]([N:25]4[CH2:30][CH2:29][C:28]([CH3:36])([C:31]([O:33][CH2:34][CH3:35])=[O:32])[CH2:27][CH2:26]4)=[N:23][CH:24]=3)=[CH:12][C:10]=2[N:11]=1)=[O:5])[CH3:2]. Reported procedure: Ethyl 1-[5-[2-(ethylcarbamoylamino)-7-(methylaminomethyl)-1,3-benzothiazol-5-yl]pyrimidin-2-yl]-4-methyl-piperidine-4-carboxylate (130 mg, 0.25 mmol), N,N′-diisopropylethylamine (3.69 mmol, 477 mg, 324 ul) and 2-chloropyrimidine (1.75 mmol, 200 mg) were combined in isopropanol (2 mL) in a microwave tube equipped with a stirrer. The tube was purged with N2, sealed and irradiated to 110° C. for 1 hr in a CEM explorer microwave with stirring however LCMS indicated only starting material was present... Reactants: [I-].[Na+] (sodium iodide), C(C)(=O)[O-].[Na+] (sodium acetate), NC1=CC=C(C=C1)C=1C=NC=CC1 (3-(4-aminophenyl)-pyridine), FC(C(=O)O)(F)F (trifluoroacetic acid), N(=O)[O-].[Na+] (Sodium nitrite). The solvent is O (water), O (water), C(C)(=O)O (acetic acid), ice water, ice water. Reaction conditions: time 30 minute. The product is IC1=CC=C(C=C1)C=1C=NC=CC1 (3-(4-Iodophenyl)pyridine). Reaction SMILES: N[C:2]1[CH:7]=[CH:6][C:5]([C:8]2[CH:9]=[N:10][CH:11]=[CH:12][CH:13]=2)=[CH:4][CH:3]=1.FC(F)(F)C(O)=O.N([O-])=O.[Na+].[I-:25].[Na+].C([O-])(=O)C.[Na+]>O.C(O)(=O)C>[I:25][C:2]1[CH:7]=[CH:6][C:5]([C:8]2[CH:9]=[N:10][CH:11]=[CH:12][CH:13]=2)=[CH:4][CH:3]=1 |f:2.3,4.5,6.7|. Reported procedure: A mixture of 1.7 g (10 mmol) of 3-(4-aminophenyl)-pyridine [F. S. Tanaka et al., J. Agric. Food Chem. 30, 957 (1982)], 17 ml of glacial acetic acid and 1.5 ml of trifluoroacetic acid was cooled in ice-water. Sodium nitrite, 0.8 g (11.4 mmol) was added in portions. After stirring for 15 minutes in ice-water and 15 minutes without cooling, 5 g of sodium iodide and 3 g of sodium acetate was added slowly with water cooling. The reaction mixture was diluted with 30 ml of water and stirred for 30 minu... Starting materials: S1C(=CC=C1)C(=O)O (thienyl carboxylic acid), ClC1=CC=C(N)C=C1 (4-chloroaniline), CCN(C(C)C)C(C)C (DIEA), C(CCl)Cl (EDC), C=1C=CC2=C(C1)N=NN2O (HOBt). Solvent: C(Cl)Cl (CH2Cl2). Reaction conditions: time 8 hour. Product: ClC1=CC=C(C=C1)NC(=O)C=1SC=CC1NCC1=CC=NC=C1 (N-(4-Chlorophenyl){3-[(4-pyridylmethyl)amino](2-thienyl)}carboxamide). Reaction SMILES: [S:1]1[CH:5]=[CH:4][CH:3]=[C:2]1[C:6]([OH:8])=O.[Cl:9][C:10]1[CH:16]=[CH:15][C:13]([NH2:14])=[CH:12][CH:11]=1.CC[N:19]([CH:23]([CH3:25])C)[CH:20]([CH3:22])C.C(Cl)CCl.C1C=C[C:33]2N(O)N=[N:36][C:34]=2C=1>C(Cl)Cl>[Cl:9][C:10]1[CH:16]=[CH:15][C:13]([NH:14][C:6]([C:2]2[S:1][CH:5]=[CH:4][C:3]=2[NH:36][CH2:34][C:33]2[CH:22]=[CH:20][N:19]=[CH:23][CH:25]=2)=[O:8])=[CH:12][CH:11]=1. Procedure details: To a mixture of the thienyl carboxylic acid from Step A (300 mg, 1.23 mmol) and 4-chloroaniline (160 mg, 1.25 mmol) and DIEA (300 μl, 1.6 mmol) was added EDC (300 mg, 1.6 mmol) and HOBt (170 mg, 1.25 mmol) in CH2Cl2, the reaction was stirred at RT overnight. The solution was washed with 1N HCl and saturated NaHCO3, followed by H2O and brine. The organic layer was dried over Na2SO4 and evaporated under reduced pressure and purified with preparative TLC to give the amide. MS (ES+): 353 (M+H)+; (ES... Starting materials: CN(C)C=O, O=C1CCC(=O)N1Cl, Nc1cc(Cl)c(Cl)cc1[N+](=O)[O-], O. Yields the product Nc1c([N+](=O)[O-])cc(Cl)c(Cl)c1Cl. As a reaction SMILES: [CH3:21][N:22]([CH3:23])[CH:24]=[O:25].[Cl:13][N:14]1[C:15](=[O:16])[CH2:17][CH2:18][C:19]1=[O:20].[Cl:1][c:2]1[cH:3][c:4]([N+:10](=[O:11])[O-:12])[c:5]([NH2:6])[cH:7][c:8]1[Cl:9].[OH2:26]>>[Cl:1][c:2]1[cH:3][c:4]([N+:10](=[O:11])[O-:12])[c:5]([NH2:6])[c:7]([Cl:13])[c:8]1[Cl:9]. Starting materials: C(CCC)[Li] (butyllithium), C(CCCC)C1=CC=C(C=C1)C1=CC=C(C=C1)C1=C(C(=CC=C1)F)F (1-[4-(4-pentylphenyl)-phenyl]-2,3-difluorobenzene), C(CC)=O (propionaldehyde), Cl (hydrochloric acid). Run in CCCCCC (n-hexane), O1CCCC1 (tetrahydrofuran). Yields the product C(CCCC)C1=CC=C(C=C1)C1=CC=C(C=C1)C1=C(C(=C(C=C1)C(CC)O)F)F (1-[4-(4-pentylphenyl)-phenyl]-2,3-difluoro-4(1-hydroxypropyl)-benzene). Isolated yield 86.6%. As a reaction SMILES: C([Li])CCC.[CH2:6]([C:11]1[CH:16]=[CH:15][C:14]([C:17]2[CH:22]=[CH:21][C:20]([C:23]3[CH:28]=[CH:27][CH:26]=[C:25]([F:29])[C:24]=3[F:30])=[CH:19][CH:18]=2)=[CH:13][CH:12]=1)[CH2:7][CH2:8][CH2:9][CH3:10].[CH:31](=[O:34])[CH2:32][CH3:33].Cl>CCCCCC.O1CCCC1>[CH2:6]([C:11]1[CH:12]=[CH:13][C:14]([C:17]2[CH:22]=[CH:21][C:20]([C:23]3[CH:28]=[CH:27][C:26]([CH:31]([OH:34])[CH2:32][CH3:33])=[C:25]([F:29])[C:24]=3[F:30])=[CH:19][CH:18]=2)=[CH:15][CH:16]=1)[CH2:7][CH2:8][CH2:9][CH3:10]. Procedure details: 6.45 ml of 1.6N butyllithium solution in n-hexane are added dropwise within 5 minutes at -50° C. to a solution of 3.15 g of 1-[4-(4-pentylphenyl)-phenyl]-2,3-difluorobenzene and the reaction mixture is left to react at the same temperature for 3 hours. Then, a solution of 652 mg of propionaldehyde in 4 ml of tetrahydrofuran is added and the mixture is left to warm slowly to room temperature. After 15 hours it is treated with 10 ml of 1N hydrochloric acid, partitioned between methylene chloride a...